Dataset: the Open Reaction Database (ORD), a public repository of structured organic reaction records. Task: describe an organic reaction: reactants, conditions, products, and yield Starting materials: C(=NC1CCCCC1)=NC1CCCCC1, CN1C(=O)CC(=O)N(C)C1=O, CN(C)c1ccncc1, ClCCl, O=C(O)C(Cl)Cl. Product: CN1C(=O)C(C(=O)C(Cl)Cl)C(=O)N(C)C1=O. Reaction SMILES: [CH2:18]1[CH2:19][CH2:20][CH:21]([N:22]=[C:23]=[N:24][CH:25]2[CH2:26][CH2:27][CH2:28][CH2:29][CH2:30]2)[CH2:31][CH2:32]1.[CH3:1][N:2]1[C:3](=[O:4])[N:5]([CH3:11])[C:6](=[O:7])[CH2:8][C:9]1=[O:10].[CH3:33][N:34]([CH3:35])[c:36]1[cH:37][cH:38][n:39][cH:40][cH:41]1.[Cl:42][CH2:43][Cl:44].[OH:12][C:13](=[O:14])[CH:15]([Cl:16])[Cl:17]>>[CH3:1][N:2]1[C:3](=[O:4])[N:5]([CH3:11])[C:6](=[O:7])[CH:8]([C:13](=[O:12])[CH:15]([Cl:16])[Cl:17])[C:9]1=[O:10]. Starting materials: ClC=1C=C(SC1)C(=O)O (4-chloro-2-thiophenecarboxylic acid), S(=O)(Cl)Cl (thionyl chloride), S(=O)(Cl)Cl (thionyl chloride). The product is ClC=1C=C(SC1)C(=O)Cl (4-chloro-2-thiophenecarbonyl chloride). RXN SMILES: [Cl:1][C:2]1[CH:3]=[C:4]([C:7]([OH:9])=O)[S:5][CH:6]=1.S(Cl)([Cl:12])=O>>[Cl:1][C:2]1[CH:3]=[C:4]([C:7]([Cl:12])=[O:9])[S:5][CH:6]=1. Procedure details: 1.63 g (10.0 mmoles) of 4-chloro-2-thiophenecarboxylic acid (prepared according to Iriarte, J., et al., J. Het. Chem. 13:393 (1976)) was dissolved in 10 ml of thionyl chloride and heated to reflux. After refluxing for 1.5 hours excess thionyl chloride was evaporated, leaving 1.88 g of crude 4-chloro-2-thiophenecarbonyl chloride as a dark brown oil. This acid chloride was dissolved in 10 ml of N,N-dimethylformamide and slowly added to a cooled (ice-water) 40 ml N,N-dimethylformamide solution of 1... Starting materials: CNCC1=CC=C(C=C1)SC (N-Methyl-N-(4-methylthiobenzyl)amine), C([O-])([O-])=O.[K+].[K+] (potassium carbonate), C(C1=CC=CC=C1)(=O)Cl (benzoyl chloride). Run in CC(=O)C (acetone), O (water), O (water). Conditions: time 30 minute. The product is C(C1=CC=CC=C1)(=O)N(CC1=CC=C(C=C1)SC)C (N-benzoyl-N-methyl-N-(4-methylthiobenzyl)amine). Reaction SMILES: [CH3:1][NH:2][CH2:3][C:4]1[CH:9]=[CH:8][C:7]([S:10][CH3:11])=[CH:6][CH:5]=1.C(=O)([O-])[O-].[K+].[K+].[C:18](Cl)(=[O:25])[C:19]1[CH:24]=[CH:23][CH:22]=[CH:21][CH:20]=1>CC(C)=O.O>[C:18]([N:2]([CH3:1])[CH2:3][C:4]1[CH:9]=[CH:8][C:7]([S:10][CH3:11])=[CH:6][CH:5]=1)(=[O:25])[C:19]1[CH:24]=[CH:23][CH:22]=[CH:21][CH:20]=1 |f:1.2.3|. Procedure: N-Methyl-N-(4-methylthiobenzyl)amine (4.2 g) and potassium carbonate (5.2 g) are dissolved in a mixture of acetone (20 ml) and water (20 ml), and thereto is added dropwise benzoyl chloride (3.7 ml) gradually under ice cooling. After the mixture is stirred at the same temperature for 30 minutes, the reacting mixture is poured into water, and then extracted with dichloromethane. The extract is washed with aqueous sodium chloride solution, and dried over magnesium sulfate. Dichloromethane is distil... The reactants are Cl (HCl), [Li+].C[Si](C)(C)[N-][Si](C)(C)C (LiHMDS), solution, C(C)(C)(C)OC(=O)N[C@@H]1C=C[C@@H](C1)C(=O)OC ((1R,4S)-methyl 4-((t-butoxycarbonyl)amino)cyclopent-2-enecarboxylate), 20050101628 A1, C(C)(C)(C)[Si](C)(C)OCCI (t-butyl(2-iodoethoxy)dimethylsilane). The solvent is O (water), C1CCOC1 (THF), C1CCOC1 (THF), C1CCOC1 (THF). Reaction conditions: temperature 0 celsius, time 30 minute. Product: C(C)(C)(C)OC(=O)N[C@@H]1C=C[C@@](C1)(C(=O)OC)CCO[Si](C)(C)C(C)(C)C ((1S,4S)-methyl 4-((tert-butoxycarbonyl)amino)-1-(2-((tert-butyldimethylsilyl)oxy)ethyl)cyclopent-2-enecarboxylate). Reaction SMILES: [Li+].C[Si]([N-][Si](C)(C)C)(C)C.[C:11]([O:15][C:16]([NH:18][C@H:19]1[CH2:23][C@@H:22]([C:24]([O:26][CH3:27])=[O:25])[CH:21]=[CH:20]1)=[O:17])([CH3:14])([CH3:13])[CH3:12].[C:28]([Si:32]([O:35][CH2:36][CH2:37]I)([CH3:34])[CH3:33])([CH3:31])([CH3:30])[CH3:29].Cl>C1COCC1.O>[C:11]([O:15][C:16]([NH:18][C@H:19]1[CH2:23][C@@:22]([CH2:37][CH2:36][O:35][Si:32]([C:28]([CH3:31])([CH3:30])[CH3:29])([CH3:34])[CH3:33])([C:24]([O:26][CH3:27])=[O:25])[CH:21]=[CH:20]1)=[O:17])([CH3:14])([CH3:13])[CH3:12] |f:0.1|. Procedure details: To a solution of LiHMDS in THF (72.9 mL of a 1 M solution, 72.9 mmol, 2.2 eq) at −78° C. under Ar was added a solution of (1R,4S)-methyl 4-((t-butoxycarbonyl)amino)cyclopent-2-enecarboxylate (prepared according to the procedure of US 20050101628 A1 (see page 31, column 1, Procedure B, step B)), 8.00 g, 33.2 mmol, 1 eq) in THF (40 mL) dropwise over 1 hr. After stirring for 30 min, a solution of t-butyl(2-iodoethoxy)dimethylsilane (13.29 g, 46.4 mmol, 1.4 eq) in THF (20 mL) was added. The solution... The reactants are BrCc1ccccc1, Cn1ncnc1C1OCCO1. Product: [Br-], C[n+]1ncn(Cc2ccccc2)c1C1OCCO1. As a reaction SMILES: [Br:12][CH2:13][c:14]1[cH:15][cH:16][cH:17][cH:18][cH:19]1.[O:1]1[CH:2]([c:6]2[n:7][cH:8][n:9][n:10]2[CH3:11])[O:3][CH2:4][CH2:5]1>>[Br-:12].[O:1]1[CH:2]([c:6]2[n:7]([CH2:13][c:14]3[cH:15][cH:16][cH:17][cH:18][cH:19]3)[cH:8][n:9][n+:10]2[CH3:11])[O:3][CH2:4][CH2:5]1. Reactants: BrC=1C=C2C(=CC=NC2=CC1)Cl (6-bromo-4-chloro-quinoline), solution, C(CCC)[Li] (n-butyllithium), hexanes, CN(C=O)C (dimethylformamide). The solvent is [Cl-].[NH4+] (ammonium chloride), C1CCOC1 (THF), C1CCOC1 (THF). Conditions: time 1 hour. Product: ClC1=CC=NC2=CC=C(C=C12)C=O (4-chloro-quinoline-6-carbaldehyde). Isolated yield 25.3%. Reaction SMILES: Br[C:2]1[CH:3]=[C:4]2[C:9](=[CH:10][CH:11]=1)[N:8]=[CH:7][CH:6]=[C:5]2[Cl:12].C([Li])CCC.CN(C)[CH:20]=[O:21]>C1COCC1.[Cl-].[NH4+]>[Cl:12][C:5]1[C:4]2[C:9](=[CH:10][CH:11]=[C:2]([CH:20]=[O:21])[CH:3]=2)[N:8]=[CH:7][CH:6]=1 |f:4.5|. Procedure: To a solution of 6-bromo-4-chloro-quinoline (3.0 g, 12.37 mmol) in THF (60 mL) was added dropwise a 2.5M solution of n-butyllithium in hexanes (5.95 mL, 14.84 mmol, 1.1 equiv.) at −70° C. During the addition, the color of the solution was turned to red and it was stirred for 1 h at this temperature. Then, a solution of dimethylformamide (1.91 mL, 24.74 mmol) in THF (10 mL) was added dropwise. After addition, the mixture was allowed to warm to room temperature and stirred for 2 h. Then, the mixtu... Yields the product COC1=CC=C(C=C1)CCCCC=1N=NNN1 (5-(4-(4-Methoxy-phenyl)-butyl)-2H-tetrazole), COC1=CC=C(C=C1)CCCCC=1N=NNC1 (4-(4-(4-Methoxy-phenyl)-butyl)-1H-[1,2,3]triazole). As a reaction SMILES: [CH2:1]([C:7]1[CH:12]=[CH:11][C:10]([O:13][CH3:14])=[CH:9][CH:8]=1)[CH2:2][CH2:3][CH2:4][C:5]#[CH:6].[N-:15]=[N+:16]=[N-:17].[Na+].[Cl-].[NH4+].C[N:22](C=O)C>C(OCC)(=O)C.O>[CH3:14][O:13][C:10]1[CH:11]=[CH:12][C:7]([CH2:1][CH2:2][CH2:3][CH2:4][C:5]2[N:15]=[N:16][NH:17][N:22]=2)=[CH:8][CH:9]=1.[CH3:14][O:13][C:10]1[CH:9]=[CH:8][C:7]([CH2:1][CH2:2][CH2:3][CH2:4][C:5]2[N:15]=[N:16][NH:17][CH:6]=2)=[CH:12][CH:11]=1 |f:1.2,3.4|. The solvent is C(C)(=O)OCC (ethyl acetate), O (water). Reported procedure: A mixture of 1.80 g (9.56 mmol) 1-hex-5-ynyl-4-methoxy-benzene, 1.86 g (28.6 mmol) sodium azide, 1.53 g (28.6 mmol) ammonium chloride and 80 ml DMF was kept at 125° C. for 7 d with an extra addition of 1.80 g sodium azide and 1.53 g ammonium chloride every day. After cooling to r.t. the dark reaction mixture was distributed between water and ethyl acetate. The organic phase was dried over sodium sulphate and the solvent distilled off. The residue was separated by HPLC on a RP18-endcapped column ... The reactants are C(CCCC#C)C1=CC=C(C=C1)OC (1-hex-5-ynyl-4-methoxy-benzene), [N-]=[N+]=[N-].[Na+] (sodium azide), [Cl-].[NH4+] (ammonium chloride), CN(C)C=O (DMF), [N-]=[N+]=[N-].[Na+] (sodium azide), [Cl-].[NH4+] (ammonium chloride).